This data is from the Open Reaction Database (ORD), a public repository of structured organic reaction records. The task is: describe an organic reaction: reactants, conditions, products, and yield Reactants: O=C(NCC12CC3CC(CC(C3)C1)C2)c1cc(C#CCO)ncc1Cl, [H][H], [Rh]. Yields the product O=C(NCC12CC3CC(CC(C3)C1)C2)c1cc(CCCO)ncc1Cl. Reaction SMILES: [C:1]12([CH2:11][NH:12][C:13]([c:14]3[cH:15][c:16]([C:21]#[C:22][CH2:23][OH:24])[n:17][cH:18][c:19]3[Cl:20])=[O:25])[CH2:2][CH:3]3[CH2:4][CH:5]([CH2:6][CH:7]([CH2:8]1)[CH2:9]3)[CH2:10]2.[H:26][H:27].[Rh:28]>>[C:1]12([CH2:11][NH:12][C:13]([c:14]3[cH:15][c:16]([CH2:21][CH2:22][CH2:23][OH:24])[n:17][cH:18][c:19]3[Cl:20])=[O:25])[CH2:2][CH:3]3[CH2:4][CH:5]([CH2:6][CH:7]([CH2:8]1)[CH2:9]3)[CH2:10]2.